Dataset: the Open Reaction Database (ORD), a public repository of structured organic reaction records. Task: describe an organic reaction: reactants, conditions, products, and yield Starting materials: FC(F)(F)C1(C(F)(F)F)CO1, [NH4+], [OH-], O. Yields the product NCC(O)(C(F)(F)F)C(F)(F)F. As a reaction SMILES: [F:3][C:4]([C:5]1([C:8]([F:9])([F:10])[F:11])[O:6][CH2:7]1)([F:12])[F:13].[NH4+:1].[OH-:2].[OH2:14]>>[NH2:1][CH2:7][C:5]([C:4]([F:3])([F:12])[F:13])([OH:6])[C:8]([F:9])([F:10])[F:11]. The reactants are BrC1=CN=C(S1)C1(OC1)[C@@H]1CC[C@H](CC1)C(=O)OCC (ethyl trans-4-[2-(5-bromo-1,3-thiazol-2-yl)oxiran-2-yl]cyclohexanecarboxylate), FC(C(=O)O)(F)F (trifluoroacetic acid), C(C)[SiH](CC)CC (triethylsilane). Solvent: C(Cl)Cl (DCM). Yields the product BrC1=CN=C(S1)C(CO)[C@@H]1CC[C@H](CC1)C(=O)OCC (racemic ethyl trans-4-[1-(5-bromo-1,3-thiazol-2-yl)-2-hydroxyethyl]cyclohexanecarboxylate). Reaction SMILES: [Br:1][C:2]1[S:6][C:5]([C:7]2([C@H:10]3[CH2:15][CH2:14][C@H:13]([C:16]([O:18][CH2:19][CH3:20])=[O:17])[CH2:12][CH2:11]3)[CH2:9][O:8]2)=[N:4][CH:3]=1.FC(F)(F)C(O)=O.C([SiH](CC)CC)C>C(Cl)Cl>[Br:1][C:2]1[S:6][C:5]([CH:7]([C@H:10]2[CH2:15][CH2:14][C@H:13]([C:16]([O:18][CH2:19][CH3:20])=[O:17])[CH2:12][CH2:11]2)[CH2:9][OH:8])=[N:4][CH:3]=1. Procedure: A solution in DCM (0.7 mL) of ethyl trans-4-[2-(5-bromo-1,3-thiazol-2-yl)oxiran-2-yl]cyclohexanecarboxylate (30 mg, 0.082 mmol) from Step 2 was treated with trifluoroacetic acid (0.266 mL, 1.665 mmol) and triethylsilane (0.128 mL, 1.665 mmol) and left at 45° C. 16 h. The volatiles were removed under reduced pressure and the residue was taken up in dichloromethane, washed with saturated sodium bicarbonate, brine, dried over magnesium sulfate, filtered and concentrated in vacuo to afford racemic e... Starting materials: C(C1=CC(OC)=C(OC)C=C1)NC1=NC=C(C=N1)C(=O)OC (2-veratrylamino-5-methoxycarbonylpyrimidine), S(=O)(=O)(OC)OC (dimethyl sulfate). Solvent: C1CCOC1 (THF). Yields the product [OH-].C[N+]1=C(N=CC(=C1)C(=O)OC)NCC1=CC(OC)=C(OC)C=C1 (1-Methyl-2-veratrylamino-5-methoxycarbonylpyrimidinium hydroxide). Yield: 76.0%. Reaction SMILES: [CH2:1]([NH:12][C:13]1[N:18]=[CH:17][C:16]([C:19]([O:21][CH3:22])=[O:20])=[CH:15][N:14]=1)[C:2]1[CH:11]=[CH:10][C:7]([O:8][CH3:9])=[C:4]([O:5][CH3:6])[CH:3]=1.S(OC)(O[CH3:27])(=O)=O>C1COCC1>[OH-:5].[CH3:27][N+:18]1[CH:17]=[C:16]([C:19]([O:21][CH3:22])=[O:20])[CH:15]=[N:14][C:13]=1[NH:12][CH2:1][C:2]1[CH:11]=[CH:10][C:7]([O:8][CH3:9])=[C:4]([O:5][CH3:6])[CH:3]=1 |f:3.4|. Reported procedure: A mixture of 2.62 g .(8.6 mmol) of 2-veratrylamino-5-methoxycarbonylpyrimidine and 3.28 ml (4 eq) of dimethyl sulfate in 60 ml of anhydrous THF is refluxed for forty-eight hours. The mixture is extracted with ethyl acetate and water. Purification on silica gel (eluent: 3% MeOH/CH2Cl2 /NH3 in aqueous solution at 33%, 5.5 ml/100) of the oil resulting from evaporation of the aqueous phases gives 2.2 g of salt (yield: 76%). Starting materials: [N+](=O)([O-])C(CO)(C)[N+](=O)[O-] (2,2-dinitropropanol), FS(=C(C(F)(F)F)O)F (pentafluorothioacetic acid). Yields the product FS(=C(C(F)(F)F)OCC(C)([N+](=O)[O-])[N+](=O)[O-])F (2,2-dinitropropyl pentafluorothioacetate). Isolated yield 95.0%. Reaction SMILES: [N+:1]([C:4]([N+:8]([O-:10])=[O:9])([CH3:7])[CH2:5][OH:6])([O-:3])=[O:2].[F:11][S:12]([F:19])=[C:13](O)[C:14]([F:17])([F:16])[F:15]>>[F:11][S:12]([F:19])=[C:13]([O:6][CH2:5][C:4]([N+:8]([O-:10])=[O:9])([N+:1]([O-:3])=[O:2])[CH3:7])[C:14]([F:17])([F:16])[F:15]. Reported procedure: Using a method similar to example 12, 2,2-dinitropropanol and pentafluorothioacetic acid were reacted to form 2,2-dinitropropyl pentafluorothioacetate (95% yield) mp 22° C.; The reactants are N1C(=CC=C1)C(=O)OC (methyl pyrrole-2-carboxylate), NC1=NC(=CC(=N1)C)C (2-amino-4,6-dimethylpyrimidine), chlorolsulfonyl isocyanate, [Cl-].[Al+3].[Cl-].[Cl-] (aluminum (III) chloride). Run in [N+](=O)([O-])C (nitromethane), O (H2O), [N+](=O)([O-])C (nitromethane). Conditions: time 0.5 hour. Product: CC1=NC(=NC(=C1)C)NC(=O)NS(=O)(=O)C=1C=C(NC1)C(=O)OC (4-[((4,6-dimethylpyrimidin-2-yl)aminocarbonyl)aminosulfonyl]-1H-pyrrole-2-carboxylic acid, methyl ester). Reaction SMILES: [NH2:1][C:2]1[N:7]=[C:6]([CH3:8])[CH:5]=[C:4]([CH3:9])[N:3]=1.[ClH]1C=CC=C1[S:15]([N:18]=[C:19]=[O:20])(=[O:17])=[O:16].[NH:21]1[CH:25]=[CH:24][CH:23]=[C:22]1[C:26]([O:28][CH3:29])=[O:27].[Cl-].[Al+3].[Cl-].[Cl-]>[N+](C)([O-])=O.O>[CH3:9][C:4]1[CH:5]=[C:6]([CH3:8])[N:7]=[C:2]([NH:1][C:19]([NH:18][S:15]([C:24]2[CH:23]=[C:22]([C:26]([O:28][CH3:29])=[O:27])[NH:21][CH:25]=2)(=[O:17])=[O:16])=[O:20])[N:3]=1 |f:3.4.5.6|. Procedure details: To a stirred suspension of 2.58 g (0.021 mol) of 2-amino-4,6-dimethylpyrimidine in 75 ml dry nitromethane at -10° was added dropwise, via syringe, under nitrogen, 2.0 ml (0.023 mol) of chlorolsulfonyl isocyanate at such a rate to maintain the temperature below 0°. The resulting clear solution was stirred 0.5 hour at -5° to -10°, then treated dropwise with a solution of 2.29 g (0.021 mole) of methyl pyrrole-2-carboxylate in 25 ml dry nitromethane. Upon completion of the addition, 2.95 gm (0.022 m... Reactants: CC(CCCCO)CCCC(C)(C)O, ClCCl, [Na+], [Na+], [Na+], O=C([O-])O, O=S([O-])([O-])=S. Product: CC(CCCC=O)CCCC(C)(C)O. RXN SMILES: [CH3:1][CH:2]([CH2:3][CH2:4][CH2:5][CH2:6][OH:7])[CH2:8][CH2:9][CH2:10][C:11]([CH3:12])([OH:13])[CH3:14].[Cl:27][CH2:28][Cl:29].[Na+:20].[Na+:21].[Na+:26].[O-:22][C:23]([OH:24])=[O:25].[S:15]([O-:16])([O-:17])(=[O:18])=[S:19]>>[CH3:1][CH:2]([CH2:3][CH2:4][CH2:5][CH:6]=[O:7])[CH2:8][CH2:9][CH2:10][C:11]([CH3:12])([OH:13])[CH3:14]. Reactants: C1CCOC1, CCCCCCC, CNCc1csc(C(C)C)n1, CC(C)C(NC(=O)Oc1ccccc1)C(=O)O, O, Oc1ccccc1, Cc1ccccc1. The product is CC(C)c1nc(CN(C)C(=O)NC(C(=O)O)C(C)C)cs1. As a reaction SMILES: [CH2:37]1[O:38][CH2:39][CH2:40][CH2:41]1.[CH3:42][CH2:43][CH2:44][CH2:45][CH2:46][CH2:47][CH3:48].[CH3:8][NH:9][CH2:10][c:11]1[n:12][c:13]([CH:16]([CH3:17])[CH3:18])[s:14][cH:15]1.[O:19]([c:21]1[cH:22][cH:23][cH:24][cH:25][cH:27]1)[C:26](=[O:20])[NH:28][CH:29]([CH:30]([CH3:31])[CH3:32])[C:33](=[O:34])[OH:35].[OH2:36].[OH:1][c:2]1[cH:3][cH:4][cH:5][cH:6][cH:7]1.[c:49]1([CH3:50])[cH:51][cH:52][cH:53][cH:54][cH:55]1>>[CH3:8][N:9]([CH2:10][c:11]1[n:12][c:13]([CH:16]([CH3:17])[CH3:18])[s:14][cH:15]1)[C:26](=[O:19])[NH:28][CH:29]([CH:30]([CH3:31])[CH3:32])[C:33](=[O:34])[OH:35].